From a dataset of the Open Reaction Database (ORD), a public repository of structured organic reaction records. describe an organic reaction: reactants, conditions, products, and yield Product: COC(=O)C(NC(=O)C(CCCC1CCCCC1)CC(=O)OC(C)(C)C)C(C)O. The reactants are CC(C)(C)OC(=O)CC(CCCC1CCCCC1)C(=O)O, COC(=O)C(N)C(C)O, CCN=C=NCCCN(C)C, CCN(C(C)C)C(C)C, ClCCl, Cl, Cl, O, On1nnc2ccccc21. RXN SMILES: [C:1]([CH3:2])([CH3:3])([CH3:4])[O:5][C:6]([CH2:7][CH:8]([C:9](=[O:10])[OH:11])[CH2:12][CH2:13][CH2:14][CH:15]1[CH2:16][CH2:17][CH2:18][CH2:19][CH2:20]1)=[O:21].[CH3:34][O:35][C:36]([CH:37]([NH2:38])[CH:39]([OH:40])[CH3:41])=[O:42].[CH3:53][N:54]([CH3:55])[CH2:56][CH2:57][CH2:58][N:59]=[C:60]=[N:61][CH2:62][CH3:63].[CH:43]([N:44]([CH2:45][CH3:46])[CH:47]([CH3:48])[CH3:49])([CH3:50])[CH3:51].[Cl:64][CH2:65][Cl:66].[ClH:33].[ClH:52].[OH2:22].[OH:23][n:24]1[c:25]2[cH:26][cH:27][cH:28][cH:29][c:30]2[n:31][n:32]1>>[C:1]([CH3:2])([CH3:3])([CH3:4])[O:5][C:6]([CH2:7][CH:8]([C:9](=[O:11])[NH:38][CH:37]([C:36]([O:35][CH3:34])=[O:42])[CH:39]([OH:40])[CH3:41])[CH2:12][CH2:13][CH2:14][CH:15]1[CH2:16][CH2:17][CH2:18][CH2:19][CH2:20]1)=[O:21]. Reactants: C(C)(C)(C)OC(=O)N[C@H]1[C@@H](CC=C(C2=NC=CN=C21)CC(=O)O)C2=C(C(=CC=C2)F)F (2-((5S,6S)-5-(tert-butoxycarbonylamino)-6-(2,3-difluorophenyl)-6,7-dihydro-5H-cyclohepta[b]pyrazin-9-yl)acetic acid), CCN(C(C)C)C(C)C (Hunig's base), C(C)OP(=O)(OCC)ON1N=NC2=C(C1=O)C=CC=C2 (3-(diethoxyphosphoryloxy)-1,2,3-benzo-triazin-4(3H)-one), N1CCC(CC1)N1C(NC2=NC=CC=C21)=O (1-(piperidin-4-yl)-1H-imidazo[4,5-b]pyridin-2(3H)-one), Cl (HCl). The solvent is C(C)(=O)OCC (ethyl acetate), CN(C=O)C (dimethylformamide), C(Cl)Cl (methylene chloride). Reaction conditions: time 8 hour. Product: FC1=C(C=CC=C1F)[C@H]1[C@@H](C=2C(=NC=CN2)\C(=C/C1)\CC(N1CCC(CC1)N1C(NC2=NC=CC=C21)=O)=O)NC(OC(C)(C)C)=O (tert-butyl (5S,6S,Z)-6-(2,3-difluorophenyl)-9-(2-oxo-2-(4-(2-oxo-2,3-dihydro-1H-imidazo[4,5-b]pyridin-1-yl)piperidin-1-yl)ethyl)-6,7-dihydro-5H-cyclohepta[b]pyrazin-5-ylcarbamate). Yield: 64.2%. As a reaction SMILES: [C:1]([O:5][C:6]([NH:8][C@@H:9]1[C:19]2[C:14](=[N:15][CH:16]=[CH:17][N:18]=2)[C:13]([CH2:20][C:21](O)=[O:22])=[CH:12][CH2:11][C@H:10]1[C:24]1[CH:29]=[CH:28][CH:27]=[C:26]([F:30])[C:25]=1[F:31])=[O:7])([CH3:4])([CH3:3])[CH3:2].[NH:32]1[CH2:37][CH2:36][CH:35]([N:38]2[C:46]3[C:41](=[N:42][CH:43]=[CH:44][CH:45]=3)[NH:40][C:39]2=[O:47])[CH2:34][CH2:33]1.Cl.CCN(C(C)C)C(C)C.C(OP(ON1C(=O)C2C=CC=CC=2N=N1)(OCC)=O)C>C(Cl)Cl.CN(C)C=O.C(OCC)(=O)C>[F:31][C:25]1[C:26]([F:30])=[CH:27][CH:28]=[CH:29][C:24]=1[C@@H:10]1[CH2:11][CH:12]=[C:13]([CH2:20][C:21](=[O:22])[N:32]2[CH2:33][CH2:34][CH:35]([N:38]3[C:46]4[C:41](=[N:42][CH:43]=[CH:44][CH:45]=4)[NH:40][C:39]3=[O:47])[CH2:36][CH2:37]2)[C:14]2=[N:15][CH:16]=[CH:17][N:18]=[C:19]2[C@H:9]1[NH:8][C:6](=[O:7])[O:5][C:1]([CH3:3])([CH3:4])[CH3:2]. Procedure details: In a 100 mL round-bottomed flask was dissolved 2-((5S,6S)-5-(tert-butoxycarbonylamino)-6-(2,3-difluorophenyl)-6,7-dihydro-5H-cyclohepta[b]pyrazin-9-yl)acetic acid (63.4 mg, 0.147 mmol) (crude 10, azeotroped twice with dry benzene and further dried under high vacuum) and 1-(piperidin-4-yl)-1H-imidazo[4,5-b]pyridin-2(3H)-one (96 mg, 0.441 mmol) (bis-HCl salt) in methylene chloride (2 mL) to give a colorless suspension. Hunig's base (0.128 mL, 0.735 mmol) and 3-(diethoxyphosphoryloxy)-1,2,3-benzo-t... Reactants: ClC1=CC=C(C=C1)NC(C1=C(C(=CC(=C1)Cl)OC)NC(=O)C=1SC=C(C1Cl)CCl)=O (N-(4-chlorophenyl)-2-[((4-(chloromethyl)-3-chlorothiophen-2-yl)carbonyl)amino]-3-methoxy-5-chlorobenzamide), C[S-].[Na+] (sodium thiomethoxide), O (water). Run in CN(C)C=O (DMF). Reaction conditions: time 16 hour. Yields the product ClC1=CC=C(C=C1)NC(C1=C(C=CC(=C1)Cl)NC(=O)C=1SC=C(C1Cl)CSC)=O (N-(4-chlorophenyl)-2-[((3-chloro-4-((methylthio)methyl)thiophen-2-yl)carbonyl)amino]-5-chlorobenzamide). The yield is 67.4%. Reaction SMILES: [Cl:1][C:2]1[CH:7]=[CH:6][C:5]([NH:8][C:9](=[O:30])[C:10]2[CH:15]=[C:14]([Cl:16])[CH:13]=[C:12](OC)[C:11]=2[NH:19][C:20]([C:22]2[S:23][CH:24]=[C:25]([CH2:28]Cl)[C:26]=2[Cl:27])=[O:21])=[CH:4][CH:3]=1.[CH3:31][S-:32].[Na+].O>CN(C=O)C>[Cl:1][C:2]1[CH:3]=[CH:4][C:5]([NH:8][C:9](=[O:30])[C:10]2[CH:15]=[C:14]([Cl:16])[CH:13]=[CH:12][C:11]=2[NH:19][C:20]([C:22]2[S:23][CH:24]=[C:25]([CH2:28][S:32][CH3:31])[C:26]=2[Cl:27])=[O:21])=[CH:6][CH:7]=1 |f:1.2|. Procedure details: To a solution of N-(4-chlorophenyl)-2-[((4-(chloromethyl)-3-chlorothiophen-2-yl)carbonyl)amino]-3-methoxy-5-chlorobenzamide (0.52 g, 1.1 mmol) in DMF (12 mL) was added sodium thiomethoxide (0.39 g, 5.5 mmol) and the reaction mixture stirred at ambient temperature. After 16 hours, the mixture was poured into water (100 mL) and extracted with ethyl acetate (2×80 mL). The combined organics were washed with water (2×80 mL), 1 M hydrochloric acid (2×80 mL) and brine (80 mL), dried over MgSO4 and conc... As a reaction SMILES: C([C:4]1[CH:37]=[CH:36][C:7]2[C:8](=[CH:17][CH2:18][CH2:19][N:20]3[CH2:25][CH2:24][C:23]([C:27]4[CH:32]=[CH:31][C:30]([Cl:33])=[CH:29][CH:28]=4)([OH:26])[C:22]([CH3:35])([CH3:34])[CH2:21]3)[C:9]3[CH:16]=[CH:15][CH:14]=[CH:13][C:10]=3O[CH2:12][C:6]=2[N:5]=1)C=C.[CH2:38]1C[O:41][CH2:40][CH2:39]1.[OH2:43].S(=O)(O)[O-:45].[Na+]>O=[Os](=O)(=O)=O>[Cl:33][C:30]1[CH:29]=[CH:28][C:27]([C:23]2([OH:26])[CH2:24][CH2:25][N:20]([CH2:19][CH2:18][CH:17]=[C:8]3[C:7]4=[CH:36][CH:37]=[CH:4][NH:5][C:6]4=[CH:12][O:43][C:10]4[CH:13]=[CH:14][C:15]([CH2:38][CH:39]([OH:45])[CH2:40][OH:41])=[CH:16][C:9]3=4)[CH2:21][C:22]2([CH3:34])[CH3:35])=[CH:32][CH:31]=1 |f:3.4|. Reactants: C(C=C)C1=NC2=C(C(C3=C(OC2)C=CC=C3)=CCCN3CC(C(CC3)(O)C3=CC=C(C=C3)Cl)(C)C)C=C1 (1-[3-(Allyl-11H-10-oxa-1-aza-dibenzo[a,d]cyclohepten-5-ylidene)-propyl]-4-(4-chloro-phenyl)-3,3-dimethyl-piperidin-4-ol), C1CCOC1 (THF), O (H2O), S([O-])(O)=O.[Na+] (sodium bisulfite). Isolated yield 53.0%. The product is ClC1=CC=C(C=C1)C1(C(CN(CC1)CCC=C1C2=C(OC=C3C1=CC=CN3)C=CC(=C2)CC(CO)O)(C)C)O (3-(5-{3-[4-(4-Chloro-phenyl)-4-hydroxy-3,3-dimethyl-piperidin-1-yl]-propylidene}-5,1-dihydro-10-oxa-1-aza-dibenzo[a,d]cyclohepten-7-yl)propane-1,2-diol). Procedure details: 1-[3-(Allyl-11H-10-oxa-1-aza-dibenzo[a,d]cyclohepten-5-ylidene)-propyl]-4-(4-chloro-phenyl)-3,3-dimethyl-piperidin-4-ol (0.044 g, 0.08 mmol) was dissolved THF (2 mL)/H2O (0.5 mL) and cooled to 0° C. To the solution was added OsO4 (1.07 mL-2.5% OsO4 in t-butanol) and stirred at room temperature for 4 h. The reaction was diluted with sat. sodium bisulfite, the organics were removed dried over Mg2SO4, filtered and evaporated in vacuo, then purified by Biotage flash chromatography (5% methanol/95% m... The reagents and catalysts are O=[Os](=O)(=O)=O (OsO4). Conditions: temperature 0 celsius, time 4 hour. Product: COC(=O)C(Cc1cccc(O)c1)OC(C)C. Starting materials: CC(C)(C)N, COC(C)(C)C, CO, CC(C)OC(Cc1cccc(O)c1)C(=O)O, O=S(=O)(O)O. As a reaction SMILES: [C:1]([NH2:2])([CH3:3])([CH3:4])[CH3:5].[C:27]([O:28][CH3:29])([CH3:30])([CH3:31])[CH3:32].[CH3:33][OH:34].[OH:6][c:7]1[cH:8][c:9]([CH2:13][CH:14]([C:15](=[O:16])[OH:17])[O:18][CH:19]([CH3:20])[CH3:21])[cH:10][cH:11][cH:12]1.[S:22](=[O:23])(=[O:24])([OH:25])[OH:26]>>[CH3:1][O:17][C:15]([CH:14]([CH2:13][c:9]1[cH:8][c:7]([OH:6])[cH:12][cH:11][cH:10]1)[O:18][CH:19]([CH3:20])[CH3:21])=[O:16].